This data is from the Open Reaction Database (ORD), a public repository of structured organic reaction records. The task is: describe an organic reaction: reactants, conditions, products, and yield Product: ClC1=C(C=CC=C1)NC(NC1=CC=C(C=C1)C=1N=C(SC1)C(=O)NC(C(=O)O)C(C)C)=O (2-(4-(4-(3-(2-Chlorophenyl)ureido)phenyl)thiazole-2-carboxamido)-3-methylbutanoic acid). RXN SMILES: [Cl:1][C:2]1[CH:7]=[CH:6][CH:5]=[CH:4][C:3]=1[NH:8][C:9](=[O:33])[NH:10][C:11]1[CH:16]=[CH:15][C:14]([C:17]2[N:18]=[C:19]([C:22]([NH:24][CH:25]([CH:30]([CH3:32])[CH3:31])[C:26]([O:28]C)=[O:27])=[O:23])[S:20][CH:21]=2)=[CH:13][CH:12]=1>C1COCC1.O.[OH-].[Li+]>[Cl:1][C:2]1[CH:7]=[CH:6][CH:5]=[CH:4][C:3]=1[NH:8][C:9](=[O:33])[NH:10][C:11]1[CH:16]=[CH:15][C:14]([C:17]2[N:18]=[C:19]([C:22]([NH:24][CH:25]([CH:30]([CH3:31])[CH3:32])[C:26]([OH:28])=[O:27])=[O:23])[S:20][CH:21]=2)=[CH:13][CH:12]=1 |f:2.3.4|. Procedure details: To methyl 2-(4-(4-(3-(2-chlorophenyl)ureido)phenyl)thiazole-2-carboxamido)-3-methylbutanoate (Example 23, 120 mg) in THF (2 ml), 1N lithium hydroxide monohydrate (1.2 ml) was added and reaction mixture was stirred for 16 hours at RT. Organic solvent was concentrated and added water, dilute HCl was added under stirring to pH acidic. The reaction mixture was filtered, and the residue was washed by water, and dried. The residue was dissolved in acetone, pet ether was added, solid was filtered and d... The reactants are ClC1=C(C=CC=C1)NC(NC1=CC=C(C=C1)C=1N=C(SC1)C(=O)NC(C(=O)OC)C(C)C)=O (Methyl 2-(4-(4-(3-(2-chlorophenyl)ureido)phenyl)thiazole-2-carboxamido)-3-methylbutanoate). Solvent: C1CCOC1 (THF), O.[OH-].[Li+] (lithium hydroxide monohydrate). Run at time 16 hour.